Dataset: the Open Reaction Database (ORD), a public repository of structured organic reaction records. Task: describe an organic reaction: reactants, conditions, products, and yield The reactants are COC1=CC=C(C=C1)C1(COCC(N1)CN)C (C—[5-(4-methoxyphenyl)-5-methylmorpholin-3-yl]methylamine), COC(N(C)C)OC (N,N-dimethylformamide dimethyl acetal). The solvent is ClCCl (dichloromethane). Yields the product COC1=CC=C(C=C1)C1(N2C(COC1)CN=C2)C (5-(4-Methoxyphenyl)-5-methyl-5,6,8,8a-tetrahydro-1H-imidazo[5,1-c][1,4]oxazine). As a reaction SMILES: [CH3:1][O:2][C:3]1[CH:8]=[CH:7][C:6]([C:9]2([CH3:17])[NH:14][CH:13]([CH2:15][NH2:16])[CH2:12][O:11][CH2:10]2)=[CH:5][CH:4]=1.[CH3:18]OC(OC)N(C)C>ClCCl>[CH3:1][O:2][C:3]1[CH:4]=[CH:5][C:6]([C:9]2([CH3:17])[CH2:10][O:11][CH2:12][CH:13]3[CH2:15][N:16]=[CH:18][N:14]23)=[CH:7][CH:8]=1. Reported procedure: A solution of 31 mmol of C—[5-(4-methoxyphenyl)-5-methylmorpholin-3-yl]methylamine and 31 mmol of N,N-dimethylformamide dimethyl acetal in 50 ml of dichloromethane is heated to reflux for 6 hours. The reaction mixture is cooled to room temperature and evaporated. The crude title compound is obtained as a yellow oil from the residue and is employed without further purification in the next stage. Rf=0.17 (dichloromethane-methanol-25% aqueous ammonia solution 200:20:1), Rt=2.61 (gradient I) The reactants are COC(=O)C1=CC2=C(N=C(O2)C(CC)(C2=CC(=C(C=C2)O)C)CC)C=C1 (2-[1-Ethyl-1-(4-hydroxy-3-methyl-phenyl)-propyl]-benzooxazole-6-carboxylic acid methyl ester), BrCC(C(C)(C)C)=O (1-bromopinacolone), C(=O)([O-])[O-].[K+].[K+] (K2CO3). Run in CC(=O)C (acetone). Run at time 4 hour. Product: COC(=O)C1=CC2=C(N=C(O2)C(CC)(CC)C2=CC(=C(C=C2)OCC(C(C)(C)C)=O)C)C=C1 (2-{1-[4-(3,3-Dimethyl-2-oxo-butoxy)-3-methyl-phenyl]-1-ethyl-propyl}-benzooxazole-6-carboxylic acid methyl ester). Isolated yield 98.3%. As a reaction SMILES: [CH3:1][O:2][C:3]([C:5]1[CH:26]=[CH:25][C:8]2[N:9]=[C:10]([C:12]([CH2:23][CH3:24])([C:15]3[CH:20]=[CH:19][C:18]([OH:21])=[C:17]([CH3:22])[CH:16]=3)[CH2:13][CH3:14])[O:11][C:7]=2[CH:6]=1)=[O:4].Br[CH2:28][C:29](=[O:34])[C:30]([CH3:33])([CH3:32])[CH3:31].C([O-])([O-])=O.[K+].[K+]>CC(C)=O>[CH3:1][O:2][C:3]([C:5]1[CH:26]=[CH:25][C:8]2[N:9]=[C:10]([C:12]([C:15]3[CH:20]=[CH:19][C:18]([O:21][CH2:28][C:29](=[O:34])[C:30]([CH3:33])([CH3:32])[CH3:31])=[C:17]([CH3:22])[CH:16]=3)([CH2:13][CH3:14])[CH2:23][CH3:24])[O:11][C:7]=2[CH:6]=1)=[O:4] |f:2.3.4|. Reported procedure: 2-[1-Ethyl-1-(4-hydroxy-3-methyl-phenyl)-propyl]-benzooxazole-6-carboxylic acid methyl ester (1.20 g, 3.38 mmol) in acetone (40 mL) is treated with 1-bromopinacolone (0.73 g, 4.06 mmol) and K2CO3 (0.93 g, 6.76 mmol). The suspension is stirred at RT for 4 h. The mixture is filtered, and the filtrate is concentrated. The residue is purified using silica gel column chromatography (15% EtOAc/Hex) to give the title compound as a pale yellow oil (1.50 g, 98%). H-NMR (ppm, CDCl3) δ: 8.14 (1H, d, J=2.4 ... The reactants are [OH-].[Na+] (sodium hydroxide), N12CCCC(CCC1)(C2)C=2C=CC(=NC2)O (5-(1-azabicyclo[3.3.1]non-5-yl)pyridin-2-ol), P(=O)(Cl)(Cl)Cl (phosphorus oxychloride), ice. Run at temperature 140 celsius, time 45 minute. Yields the product ClC1=CC=C(C=N1)C12CCCN(CCC1)C2 (5-(6-Chloropyridin-3-yl)-1-azabicyclo[3.3.1]nonane). Isolated yield 42.4%. RXN SMILES: [N:1]12[CH2:9][C:5]([C:10]3[CH:11]=[CH:12][C:13](O)=[N:14][CH:15]=3)([CH2:6][CH2:7][CH2:8]1)[CH2:4][CH2:3][CH2:2]2.P(Cl)(Cl)([Cl:19])=O.[OH-].[Na+]>>[Cl:19][C:13]1[N:14]=[CH:15][C:10]([C:5]23[CH2:9][N:1]([CH2:8][CH2:7][CH2:6]2)[CH2:2][CH2:3][CH2:4]3)=[CH:11][CH:12]=1 |f:2.3|. Procedure: 1 g (4.59 mmol) of 5-(1-azabicyclo[3.3.1]non-5-yl)pyridin-2-ol obtained in Example 1, in solution in 12.8 mol (137.7 mmol) of phosphorus oxychloride, is introduced into a sealed tube and the combined mixture is subsequently stirred at 140° C. for 45 minutes. The reaction mixture is subsequently brought back to ambient temperature, poured onto 200 g of crushed ice and stirred for 15 minutes. The medium is then very slowly adjusted to pH 10 with a concentrated sodium hydroxide solution. The combin... Starting materials: C(C)(C)(C)OC(N[C@@H](C=C)C1=CC(=CC=C1)Cl)=O ((S)-tert-Butyl(1-(3-chlorophenyl)allyl)carbamate), Intermediate 9A, Cl (HCl). Solvent: CO (MeOH), O1CCOCC1 (dioxane). Conditions: time 1 hour. Product: ClC=1C=C(C=CC1)[C@H](C=C)N ((S)-1-(3-chlorophenyl)prop-2-en-1-amine). Yield: 94.0%. Reaction SMILES: C(OC(=O)[NH:7][C@H:8]([C:11]1[CH:16]=[CH:15][CH:14]=[C:13]([Cl:17])[CH:12]=1)[CH:9]=[CH2:10])(C)(C)C.Cl>CO.O1CCOCC1>[Cl:17][C:13]1[CH:12]=[C:11]([C@@H:8]([NH2:7])[CH:9]=[CH2:10])[CH:16]=[CH:15][CH:14]=1. Procedure details: (S)-tert-Butyl(1-(3-chlorophenyl)allyl)carbamate: To a solution of Intermediate 9A (1.38 g, 5.08 mmol) in MeOH (10 mL) was added 4 N HCl (6.35 mL, 25.4 mmol) in dioxane and the resulting reaction was stirred at rt for 1 h. After this time, the reaction mixture was concentrated and coevaporated with toluene (2×). The crude product was then triturated with ether, filtered and washed with additional ether to give (S)-1-(3-chlorophenyl)prop-2-en-1-amine (0.8 g, 94%) as a beige solid. MS (ESI) m/z: 1... Reactants: ClCC=1N=C2N(C3=C(C(=NC2)C2=NC=CC=C2)C=C(C=C3)I)C1 (2-chloromethyl-8-iodo-6-(2-pyridyl)-4H-imidazo[1,2-a][1,4]benzodiazepine), C(O)([O-])=O.[Na+] (sodium hydrogen carbonate). Run in O1CCOCC1 (dioxan), O (water). Reaction conditions: temperature 80 celsius, time 1.5 hour. The product is IC=1C=CC2=C(C(=NCC=3N2C=C(N3)CO)C3=NC=CC=C3)C1 (8-iodo-6-(2-pyridyl)-4H-imidazo[1,2-a][1,4]benzodiazepine-2-methanol). Isolated yield 86.7%. As a reaction SMILES: Cl[CH2:2][C:3]1[N:4]=[C:5]2[CH2:11][N:10]=[C:9]([C:12]3[CH:17]=[CH:16][CH:15]=[CH:14][N:13]=3)[C:8]3[CH:18]=[C:19]([I:22])[CH:20]=[CH:21][C:7]=3[N:6]2[CH:23]=1.C(=O)([O-])[OH:25].[Na+]>O1CCOCC1.O>[I:22][C:19]1[CH:20]=[CH:21][C:7]2[N:6]3[CH:23]=[C:3]([CH2:2][OH:25])[N:4]=[C:5]3[CH2:11][N:10]=[C:9]([C:12]3[CH:17]=[CH:16][CH:15]=[CH:14][N:13]=3)[C:8]=2[CH:18]=1 |f:1.2|. Reported procedure: A solution of 1.15 g of 2-chloromethyl-8-iodo-6-(2-pyridyl)-4H-imidazo[1,2-a][1,4]benzodiazepine in 40 ml of dioxan was treated with a solution of 0.28 g of sodium hydrogen carbonate in 10 ml of water and stirred at 80° C. for 1.5 h. The mixture was evaporated in a vacuum. The residue was partitioned between chloroform and aqueous sodium hydrogen carbonate solution. The aqueous phase was extracted three times with chloroform. The chloroform extracts were dried over sodium sulphate, concentrated ... As a reaction SMILES: [CH3:1][CH:2]1[CH:7]([CH3:8])[CH2:6][CH2:5][CH2:4][CH:3]1[NH2:9].[O:10]1[C:14]2[CH:15]=[CH:16][C:17]([C:19](O)=[O:20])=[CH:18][C:13]=2[O:12][CH2:11]1.N=C=N.OC1C2N=NNC=2C=CC=1.C(O)C(N)(CO)CO>C(#N)C.ClCCl.CN(C=O)C.C(#N)C>[CH3:1][CH:2]1[CH:7]([CH3:8])[CH2:6][CH2:5][CH2:4][CH:3]1[NH:9][C:19]([C:17]1[CH:16]=[CH:15][C:14]2[O:10][CH2:11][O:12][C:13]=2[CH:18]=1)=[O:20] |f:5.6|. Run in C(C)#N (Acetonitrile), C(C)#N.ClCCl (acetonitrile dichloromethane), CN(C)C=O (DMF). Yields the product CC1C(CCCC1C)NC(=O)C1=CC2=C(OCO2)C=C1 (N-(2,3-dimethylcyclohexyl)benzo[d][1,3]dioxole-5-carboxamide). Reactants: CC1C(CCCC1C)N (2,3-dimethylcyclohexanamine), 96, amine, C(C(CO)(CO)N)O (Trisamine), O1COC2=C1C=CC(=C2)C(=O)O (benzo[d][1,3]dioxole-5-carboxylic acid), OC1=CC=CC=2NN=NC21 (Hydroxybenzotriazole), N=C=N (Carbodiimide). Reported procedure: 2,3-dimethylcyclohexanamine (20 μmol) and benzo[d][1,3]dioxole-5-carboxylic acid (1.1 eq) were each dissolved in acetonitrile/dichloromethane (200 μL, 2:1). PS-Carbodiimide resin (2 eq) was loaded into a 1.2 mL 96 well Greiner plate, followed by the addition of amine and acid solutions. Hydroxybenzotriazole (1.1 eq) was dissolved in DMF (100 mL) and was added into the reaction well. The reaction was shaken overnight at room temperature. Once the reaction was completed, PS-Trisamine resin (1.5 eq... Reaction conditions: time 8 hour. Reactants: COC1=CC=C(C=C1)NC(C1=CC(=C(C=C1)[N+](=O)[O-])C)=O (N-(4-methoxyphenyl)-4-nitro-3-methyl benzamide), S(=O)(Cl)Cl (thionyl chloride), C1=CC=CC=C1 (benzene). The product is COC1=CC=C(C=C1)N=C(C1=CC(=C(C=C1)[N+](=O)[O-])C)Cl (N-(4-methoxyphenyl)-4-nitro-3-methylbenzene carboximidoyl chloride). RXN SMILES: [CH3:1][O:2][C:3]1[CH:8]=[CH:7][C:6]([NH:9][C:10](=O)[C:11]2[CH:16]=[CH:15][C:14]([N+:17]([O-:19])=[O:18])=[C:13]([CH3:20])[CH:12]=2)=[CH:5][CH:4]=1.C1C=CC=CC=1.S(Cl)([Cl:30])=O>>[CH3:1][O:2][C:3]1[CH:8]=[CH:7][C:6]([N:9]=[C:10]([Cl:30])[C:11]2[CH:16]=[CH:15][C:14]([N+:17]([O-:19])=[O:18])=[C:13]([CH3:20])[CH:12]=2)=[CH:5][CH:4]=1. Reported procedure: 14 g of N-(4-methoxyphenyl)-4-nitro-3-methyl benzamide in suspension in 70 ml of thionyl chloride were heated for 20 hours at reflux. The solvent was eliminated by entrainment with benzene, and after drying under reduced pressure at ambient temperature, 15 g of N-(4-methoxyphenyl)-4-nitro-3-methylbenzene carboximidoyl chloride melting towards 80° C. were obtained.